From a dataset of the Open Reaction Database (ORD), a public repository of structured organic reaction records. describe an organic reaction: reactants, conditions, products, and yield Starting materials: BrC=1C=NC=CC1C(=O)N1CCOC2=C1C=CC=C2 ((3-bromo-pyridin-4-yl)-(2,3-dihydro-benzo[1,4]oxazin-4-yl)-methanone), ClC1=C(C=C(C=C1)Cl)O (2,5-dichloro-phenol), C([O-])([O-])=O.[Cs+].[Cs+] (caesium carbonate). The reagents and catalysts are CC#N.CC#N.CC#N.CC#N.F[P-](F)(F)(F)(F)F.[Cu+] (tetrakis(acetonitrile)copper(I) hexafluorophosphate). Run in C1(=CC=CC=C1)C (toluene). Conditions: temperature 160 celsius. Product: ClC1=C(OC=2C=NC=CC2C(=O)N2CCOC3=C2C=CC=C3)C=C(C=C1)Cl ([3-(2,5-Dichloro-phenoxy)-pyridin-4-yl]-(2,3-dihydro-benzo[1,4]oxazin-4-yl)-methanone). The yield is 16.9%. RXN SMILES: Br[C:2]1[CH:3]=[N:4][CH:5]=[CH:6][C:7]=1[C:8]([N:10]1[C:15]2[CH:16]=[CH:17][CH:18]=[CH:19][C:14]=2[O:13][CH2:12][CH2:11]1)=[O:9].[Cl:20][C:21]1[CH:26]=[CH:25][C:24]([Cl:27])=[CH:23][C:22]=1[OH:28].C(=O)([O-])[O-].[Cs+].[Cs+]>C1(C)C=CC=CC=1.CC#N.CC#N.CC#N.CC#N.F[P-](F)(F)(F)(F)F.[Cu+]>[Cl:20][C:21]1[CH:26]=[CH:25][C:24]([Cl:27])=[CH:23][C:22]=1[O:28][C:2]1[CH:3]=[N:4][CH:5]=[CH:6][C:7]=1[C:8]([N:10]1[C:15]2[CH:16]=[CH:17][CH:18]=[CH:19][C:14]=2[O:13][CH2:12][CH2:11]1)=[O:9] |f:2.3.4,6.7.8.9.10.11|. Procedure details: To a solution of (3-bromo-pyridin-4-yl)-(2,3-dihydro-benzo[1,4]oxazin-4-yl)-methanone (80 mg, 0.25 mmol, 1.0 equiv) and 2,5-dichloro-phenol (49 mg, 0.30 mmol, 1.2 equiv; [CAS RN 583-78-8]) in anhydrous toluene (1.5 mL) was added caesium carbonate (204 mg, 0.63 mmol, 2.5 equiv; [CAS RN 534-17-8]) and tetrakis(acetonitrile)copper(I) hexafluorophosphate (18.7 mg, 0.050 mmol, 0.2 equiv; [CAS RN 64443-05-6]). The reaction mixture was heated by microwave irradiation to 160° C. for 2 h. Purification by...